From a dataset of the Open Reaction Database (ORD), a public repository of structured organic reaction records. describe an organic reaction: reactants, conditions, products, and yield Reactants: ice water, S(C)(=O)(=O)[O-] (mesylate), CS(=O)(=O)OCC(CCC)(C1=C(C=C(C=C1)Cl)Cl)OC(C)C (1-(methylsulfonyloxy)-2-isopropoxy-2-(2,4-dichlorophenyl)-pentane), [Na] (sodium), N1N=CN=C1 (1,2,4-triazole). The solvent is CS(=O)C (dimethyl sulfoxide). Run at temperature 120 celsius, time 8 hour. Yields the product N1(N=CN=C1)CC(CCC)(C1=C(C=C(C=C1)Cl)Cl)OC(C)C (1-(1H-1,2,4-triazol-1-yl)-2-isopropoxy-2-(2,4-dichlorophenyl)pentane). As a reaction SMILES: S([O-])(=O)(=O)C.CS(O[CH2:11][C:12]([O:24][CH:25]([CH3:27])[CH3:26])([C:16]1[CH:21]=[CH:20][C:19]([Cl:22])=[CH:18][C:17]=1[Cl:23])[CH2:13][CH2:14][CH3:15])(=O)=O.[Na].[NH:29]1[CH:33]=[N:32][CH:31]=[N:30]1>CS(C)=O>[N:29]1([CH2:11][C:12]([O:24][CH:25]([CH3:27])[CH3:26])([C:16]2[CH:21]=[CH:20][C:19]([Cl:22])=[CH:18][C:17]=2[Cl:23])[CH2:13][CH2:14][CH3:15])[CH:33]=[N:32][CH:31]=[N:30]1 |^1:27|. Reported procedure: The mesylate prepared in accordance with (a) is dissolved in 100 ml of absolute dimethyl sulfoxide, and 3.2 g (35 mmoles) of the sodium salt of 1,2,4-triazole are added. The reaction mixture is stirred for 8 hours at a bath temperature of 120° C. and is then cooled to room temperature and poured into ice water, and the mixture is extracted twice with ethyl acetate. The combined extracts are washed 4 times with half-saturated sodium chloride solution, dried over sodium sulfate, filtered and conce... The reactants are C(C)(C)(C)OC(=O)N1CCN(CCC1)C1=NC2=C(N1CC1=CC=C(C=C1)F)C=CC=C2 (1-t-butoxycarbonyl-4-(1-(4-fluorobenzyl)-1H-benzimidazol-2-yl)[1,4]diazepane), C(C)O (ethanol), I (hydriodic acid). Solvent: C(C)OCC (diethyl ether). Conditions: time 1 hour. Product: I.FC1=CC=C(CN2C(=NC3=C2C=CC=C3)N3CCNCCC3)C=C1 (4-(1-(4-fluorobenzyl)-1H-benzimidazol-2-yl)[1,4]diazepane hydriodic acid salt). As a reaction SMILES: C(OC([N:8]1[CH2:14][CH2:13][CH2:12][N:11]([C:15]2[N:19]([CH2:20][C:21]3[CH:26]=[CH:25][C:24]([F:27])=[CH:23][CH:22]=3)[C:18]3[CH:28]=[CH:29][CH:30]=[CH:31][C:17]=3[N:16]=2)[CH2:10][CH2:9]1)=O)(C)(C)C.C(O)C.[IH:35]>C(OCC)C>[IH:35].[F:27][C:24]1[CH:23]=[CH:22][C:21]([CH2:20][N:19]2[C:18]3[CH:28]=[CH:29][CH:30]=[CH:31][C:17]=3[N:16]=[C:15]2[N:11]2[CH2:12][CH2:13][CH2:14][NH:8][CH2:9][CH2:10]2)=[CH:26][CH:25]=1 |f:4.5|. Procedure details: Combine 1-t-butoxycarbonyl-4-(1-(4-fluorobenzyl)-1H-benzimidazol-2-yl)[1,4]diazepane (1.12 g, 2.64 mmol) and ethanol (15 mL). Add aqueous hydriodic acid (5 mL, 57%). Heat to reflux. After 1 hour, cool to ambient temperature and dilute with diethyl ether (250 mL) and stir to give a solid. Collect the solid by filtration, rinse with diethyl ether, and dry to give the title compound: Rf =0.16 (silica gel, 10% methanol/dichloromethane/0.01% concentrated aqueous ammonia. Procedure details: A suspension of 1-[3-(1H-1-imidazolyl)propyl]-3-iodo-1H-pyrazolo[3,4-d]pyrimidin-4-amine (0.086 g, 0.233 mmol) in ethylene glycol dimethyl ether (4 mL) was treated with N2-[2-methoxy-4-(4,4,5,5-tetramethyl-1,3,2-dioxaborolan-2-yl)phenyl]-1-methyl-1H-2-indolecarboxamide (0.104 g, 0.256 mmol), tetrakis(triphenylphosphine)palladium (0.016 g, 0.014 mmol), and a solution of sodium carbonate (0.059 g, 0.56 mmol) in water (2 mL). The reaction mixture was stirred for 24 h at 80° C. The organic solvent w... The reagents and catalysts are C=1C=CC(=CC1)[P](C=2C=CC=CC2)(C=3C=CC=CC3)[Pd]([P](C=4C=CC=CC4)(C=5C=CC=CC5)C=6C=CC=CC6)([P](C=7C=CC=CC7)(C=8C=CC=CC8)C=9C=CC=CC9)[P](C=1C=CC=CC1)(C=1C=CC=CC1)C=1C=CC=CC1 (tetrakis(triphenylphosphine)palladium). Solvent: O (water), COCCOC (ethylene glycol dimethyl ether). The product is NC1=C2C(=NC=N1)N(N=C2C2=CC(=C(C=C2)NC(=O)C=2N(C1=CC=CC=C1C2)C)OC)CCCN2C=NC=C2 (N2-(4-{4-amino-1-[3-(1H-1-imidazolyl)propyl]-1H-pyrazolo[3,4-d]pyrimidin-3-yl}-2-methoxyphenyl)-1-methyl-1H-2-indolecarboxamide). Reaction SMILES: [N:1]1([CH2:6][CH2:7][CH2:8][N:9]2[C:13]3=[N:14][CH:15]=[N:16][C:17]([NH2:18])=[C:12]3[C:11](I)=[N:10]2)[CH:5]=[CH:4][N:3]=[CH:2]1.[CH3:20][O:21][C:22]1[CH:27]=[C:26](B2OC(C)(C)C(C)(C)O2)[CH:25]=[CH:24][C:23]=1[NH:37][C:38]([C:40]1[N:41]([CH3:49])[C:42]2[C:47]([CH:48]=1)=[CH:46][CH:45]=[CH:44][CH:43]=2)=[O:39].C(=O)([O-])[O-].[Na+].[Na+]>COCCOC.O.C1C=CC([P]([Pd]([P](C2C=CC=CC=2)(C2C=CC=CC=2)C2C=CC=CC=2)([P](C2C=CC=CC=2)(C2C=CC=CC=2)C2C=CC=CC=2)[P](C2C=CC=CC=2)(C2C=CC=CC=2)C2C=CC=CC=2)(C2C=CC=CC=2)C2C=CC=CC=2)=CC=1>[NH2:18][C:17]1[N:16]=[CH:15][N:14]=[C:13]2[N:9]([CH2:8][CH2:7][CH2:6][N:1]3[CH:5]=[CH:4][N:3]=[CH:2]3)[N:10]=[C:11]([C:26]3[CH:25]=[CH:24][C:23]([NH:37][C:38]([C:40]4[N:41]([CH3:49])[C:42]5[C:47]([CH:48]=4)=[CH:46][CH:45]=[CH:44][CH:43]=5)=[O:39])=[C:22]([O:21][CH3:20])[CH:27]=3)[C:12]=12 |f:2.3.4,^1:66,68,87,106|. Conditions: temperature 80 celsius, time 24 hour. The yield is 49.4%. Starting materials: COC1=C(C=CC(=C1)B1OC(C(O1)(C)C)(C)C)NC(=O)C=1N(C2=CC=CC=C2C1)C (N2-[2-methoxy-4-(4,4,5,5-tetramethyl-1,3,2-dioxaborolan-2-yl)phenyl]-1-methyl-1H-2-indolecarboxamide), N1(C=NC=C1)CCCN1N=C(C=2C1=NC=NC2N)I (1-[3-(1H-1-imidazolyl)propyl]-3-iodo-1H-pyrazolo[3,4-d]pyrimidin-4-amine), C([O-])([O-])=O.[Na+].[Na+] (sodium carbonate). Starting materials: Cl.Cl.FC1=CC=C(C=C1)C(CCCN1CCNNCC1)C1=CC=C(C=C1)F (5-[4,4-bis(4-fluorophenyl)butyl]hexahydro-1H-1,2,5-triazepine dihydrochloride), C(C)(C)N(C(C)C)CC (N,N-diisopropylethylamine), C(C)N=C=O (ethyl isocyanate). Solvent: ClCCl (dichloromethane), ClCCl (dichloromethane). Reaction conditions: time 8 hour. The product is hydrobromide salt, FC1=CC=C(C=C1)C(CCCN1CCNN(CC1)C(=O)NCC)C1=CC=C(C=C1)F (5-[4,4-Bis(4-fluorophenyl)butyl]-N-ethylhexahydro-1H-1,2,5-triazepine-1-carboxamide). RXN SMILES: Cl.Cl.[F:3][C:4]1[CH:9]=[CH:8][C:7]([CH:10]([C:21]2[CH:26]=[CH:25][C:24]([F:27])=[CH:23][CH:22]=2)[CH2:11][CH2:12][CH2:13][N:14]2[CH2:20][CH2:19][NH:18][NH:17][CH2:16][CH2:15]2)=[CH:6][CH:5]=1.C(N(CC)C(C)C)(C)C.[CH2:37]([N:39]=[C:40]=[O:41])[CH3:38]>ClCCl>[F:27][C:24]1[CH:23]=[CH:22][C:21]([CH:10]([C:7]2[CH:8]=[CH:9][C:4]([F:3])=[CH:5][CH:6]=2)[CH2:11][CH2:12][CH2:13][N:14]2[CH2:15][CH2:16][N:17]([C:40]([NH:39][CH2:37][CH3:38])=[O:41])[NH:18][CH2:19][CH2:20]2)=[CH:26][CH:25]=1 |f:0.1.2|. Reported procedure: To a stirred solution of 5-[4,4-bis(4-fluorophenyl)butyl]hexahydro-1H-1,2,5-triazepine dihydrochloride (3.25 g, prepared as in example 13), N,N-diisopropylethylamine (3.38 ml) in dry dichloromethane (10 ml) at 5° under nitrogen was added ethyl isocyanate (0.62 ml) in dichloromethane (10 ml) and the solution was stirred at room temperature overnight. After extraction of the mixture with water, the dichloromethane solution was dried (Na2SO4) and evaporated to an oil. The crude product was chromato... The reactants are EtOAc-hexanes, N1=C(C=CC=C1)C1=CN=CO1 (5-(2-pyridyl)oxazole), C(C1=CC=CC=C1)OC=1C=C(OCC(=O)O)C=CC1 (2-(3-(benzyloxy)phenoxy)acetic acid), EtOAc-hexanes. The product is C(C1=CC=CC=C1)OC=1C=C(OCC(=O)C=2OC(=CN2)C2=NC=CC=C2)C=CC1 (2-(3-(Benzyloxy)phenoxy)-1-(5-(pyridin-2-yl)oxazol-2-yl)ethanone). The yield is 7.0%. Reaction SMILES: [N:1]1[CH:6]=[CH:5][CH:4]=[CH:3][C:2]=1[C:7]1[O:11][CH:10]=[N:9][CH:8]=1.[CH2:12]([O:19][C:20]1[CH:21]=[C:22]([CH:28]=[CH:29][CH:30]=1)[O:23][CH2:24][C:25](O)=[O:26])[C:13]1[CH:18]=[CH:17][CH:16]=[CH:15][CH:14]=1>>[CH2:12]([O:19][C:20]1[CH:21]=[C:22]([CH:28]=[CH:29][CH:30]=1)[O:23][CH2:24][C:25]([C:10]1[O:11][C:7]([C:2]2[CH:3]=[CH:4][CH:5]=[CH:6][N:1]=2)=[CH:8][N:9]=1)=[O:26])[C:13]1[CH:14]=[CH:15][CH:16]=[CH:17][CH:18]=1. Procedure: The title compound was prepared from 5-(2-pyridyl)oxazole and 2-(3-(benzyloxy)phenoxy)acetic acid (Baker, B. R.; Neenan, J. P. J. Med. Chem. 1972, 15, 940-944) using General Procedure B. Column chromatography (SiO2, 2.5×6 cm, 20-40% EtOAc-hexanes gradient) followed by PTLC (SiO2, 50% EtOAc-hexanes) afforded 11d (26 mg, 0.07 mmol, 7%) as a pale yellow solid: 1H NMR (CDCl3, 500 MHz) 8.70 (app d, 1H, J=4.0 Hz), 8.03 (d, 1H, J=8.1 Hz), 7.86 (td, 1H, J=7.7, 1.5 Hz), 7.55-7.52 (m, 1H), 7.45-7.32 (m, 6... The reactants are C(C1=CC=CC=C1)N1[C@@]2([C@@H](CC[C@H]1[C@@H](C2)C(=O)OC(C)(C)C)O[C@@H](C2=CC(=CC(=C2)C(F)(F)F)C(F)(F)F)C(=O)OC)C2=CC=CC=C2 ((1R*,2R*,5S*,6R*)-8-Benzyl-2-{(1S*)-1-[3,5-bis(trifluoromethyl)phenyl]-(methoxycarbonyl)methoxy}-6-(tert-butoxycarbonyl)-1-phenyl-8-azabicyclo[3.2.1]octane), C(C1=CC=CC=C1)N1[C@@]2([C@@H](CC[C@H]1[C@@H](C2)C(=O)OC(C)(C)C)O[C@H](C2=CC(=CC(=C2)C(F)(F)F)C(F)(F)F)C(=O)OC)C2=CC=CC=C2 ((1R*,2R*,5S*,6R*)-8-benzyl-2-{(1R*)-1-[3,5-bis(trifluoromethyl)phenyl]-(methoxycarbonyl)methoxy}-6-(tert-butoxycarbonyl)-1-phenyl-8-azabicyclo[3.2.1]octane), [BH4-].[Na+] (sodium borohydride). Run in CO (methanol). The product is C(C1=CC=CC=C1)N1[C@@]2([C@@H](CC[C@H]1[C@@H](C2)C(=O)OC(C)(C)C)O[C@@H](CO)C2=CC(=CC(=C2)C(F)(F)F)C(F)(F)F)C2=CC=CC=C2 ((1R*,2R*,5S*,6R*)-8-Benzyl-2-{(1R*)-1-[3,5-bis(trifluoromethyl)phenyl]-2-hydroxyethoxy}-6-(tert-butoxycarbonyl)-1-phenyl-8-azabicyclo[3.2.1]octane). Yield: 92.0%. RXN SMILES: [CH2:1]([N:8]1[C@@H:13]2[C@H:14]([C:16]([O:18][C:19]([CH3:22])([CH3:21])[CH3:20])=[O:17])[CH2:15][C@@:9]1([C:43]1[CH:48]=[CH:47][CH:46]=[CH:45][CH:44]=1)[C@H:10]([O:23][C@H:24]([C:39](OC)=[O:40])[C:25]1[CH:30]=[C:29]([C:31]([F:34])([F:33])[F:32])[CH:28]=[C:27]([C:35]([F:38])([F:37])[F:36])[CH:26]=1)[CH2:11][CH2:12]2)[C:2]1[CH:7]=[CH:6][CH:5]=[CH:4][CH:3]=1.C(N1[C@@H]2[C@H](C(OC(C)(C)C)=O)C[C@@]1(C1C=CC=CC=1)[C@H](O[C@@H](C(OC)=O)C1C=C(C(F)(F)F)C=C(C(F)(F)F)C=1)CC2)C1C=CC=CC=1.[BH4-].[Na+]>CO>[CH2:1]([N:8]1[C@@H:13]2[C@H:14]([C:16]([O:18][C:19]([CH3:21])([CH3:22])[CH3:20])=[O:17])[CH2:15][C@@:9]1([C:43]1[CH:48]=[CH:47][CH:46]=[CH:45][CH:44]=1)[C@H:10]([O:23][C@H:24]([C:25]1[CH:26]=[C:27]([C:35]([F:36])([F:37])[F:38])[CH:28]=[C:29]([C:31]([F:32])([F:33])[F:34])[CH:30]=1)[CH2:39][OH:40])[CH2:11][CH2:12]2)[C:2]1[CH:7]=[CH:6][CH:5]=[CH:4][CH:3]=1 |f:2.3|. Reported procedure: (1R*,2R*,5S*,6R*)-8-Benzyl-2-{(1S*)-1-[3,5-bis(trifluoromethyl)phenyl]-(methoxycarbonyl)methoxy}-6-(tert-butoxycarbonyl)-1-phenyl-8-azabicyclo[3.2.1]octane and (1R*,2R*,5S*,6R*)-8-benzyl-2-{(1R*)-1-[3,5-bis(trifluoromethyl)phenyl]-(methoxycarbonyl)methoxy}-6-(tert-butoxycarbonyl)-1-phenyl-8-azabicyclo[3.2.1]octane (Example 125; 0.99 g, 1.5 mmol) in methanol (15 ml) at 0° C. was treated with sodium borohydride (55 mg, 1.4 mmol) and stirred at room temperature. The reaction was quenched with aceto...